This data is from the Open Reaction Database (ORD), a public repository of structured organic reaction records. The task is: describe an organic reaction: reactants, conditions, products, and yield Reaction SMILES: [C:49](=[O:50])([O-:51])[OH:52].[CH2:1]([CH2:2][CH2:3][CH2:4][CH2:5][CH2:6][CH2:7][CH2:8][CH:9]=[CH:10][CH2:11][CH2:12][CH2:13][CH2:14][CH2:15][CH2:16][CH2:17][CH3:18])[O:19][CH2:20][CH:21]([O:22][CH:23]1[CH2:24][CH2:25][CH2:26][O:27]1)[CH2:28][O:29][CH2:30][CH2:31][CH2:32][CH2:33][CH2:34][CH2:35][CH2:36][CH2:37][CH:38]=[CH:39][CH2:40][CH2:41][CH2:42][CH2:43][CH2:44][CH2:45][CH2:46][CH3:47].[ClH:48].[Na+:53].[O:54]1[CH2:55][CH2:56][CH2:57][CH2:58]1.[OH2:59]>>[CH2:1]([CH2:2][CH2:3][CH2:4][CH2:5][CH2:6][CH2:7][CH2:8][CH:9]=[CH:10][CH2:11][CH2:12][CH2:13][CH2:14][CH2:15][CH2:16][CH2:17][CH3:18])[O:19][CH2:20][CH:21]([OH:22])[CH2:28][O:29][CH2:30][CH2:31][CH2:32][CH2:33][CH2:34][CH2:35][CH2:36][CH2:37][CH:38]=[CH:39][CH2:40][CH2:41][CH2:42][CH2:43][CH2:44][CH2:45][CH2:46][CH3:47]. Starting materials: O=C([O-])O, CCCCCCCCC=CCCCCCCCCOCC(COCCCCCCCCC=CCCCCCCCC)OC1CCCO1, Cl, [Na+], C1CCOC1, O. Product: CCCCCCCCC=CCCCCCCCCOCC(O)COCCCCCCCCC=CCCCCCCCC.